Dataset: the Open Reaction Database (ORD), a public repository of structured organic reaction records. Task: describe an organic reaction: reactants, conditions, products, and yield Starting materials: CC(C)OP(=O)OC(C)C (effective_coupling_partner), CC(C)(C)C(=O)Oc1ccc(OC(=O)C(C)(C)C)cc1 (substrate). Reagents/catalysts: dcype. Run at temperature 110 celsius, time 24 hour. Product: CC(C)OP(=O)(OC(C)C)c1ccc(P(=O)(OC(C)C)OC(C)C)cc1. As a reaction SMILES: [P:1]([O:4][CH2:5][C@H:6]1[O:10][C@@H:9]([N:11]2[CH:19]=[C:17]([CH3:18])[C:15](=[O:16])[NH:14][C:12]2=[O:13])[CH2:8][C@@H:7]1[N:20]=[N+:21]=[N-:22])([O-])[O-:2].C([NH+:25](CC)CC)C.C([NH+](CC)CC)C.C[O:38][C:39](=O)[C@@H:40]([CH2:42][C:43]1[CH:48]=[CH:47][CH:46]=[CH:45][CH:44]=1)[NH2:41].C(Cl)(Cl)Cl.[CH3:54][OH:55].[OH2:56]>>[CH3:18][C:17]1[C:15](=[O:16])[NH:14][C:12](=[O:13])[N:11]([C@@H:9]2[O:10][C@H:6]([CH2:5][OH:4])[C@@H:7]([N:20]=[N+:21]=[N-:22])[CH2:8]2)[CH:19]=1.[CH3:54][O:55][C:47]1[CH:46]=[CH:45][CH:44]=[C:43]([CH:48]=1)[CH2:42][C@H:40]([C:39]([O:38][P:1]([NH2:25])(=[O:4])[O-:2])=[O:56])[NH2:41] |f:0.1.2,4.5.6,7.8|. Yields the product CC1=CN(C(=O)NC1=O)[C@H]2C[C@@H]([C@H](O2)CO)N=[N+]=[N-].COC=1C=CC=C(C[C@@H](N)C(=O)OP([O-])(=O)N)C1 (3-Azido-3-deoxythymidine 5-methoxy-D-phenylalaninylphosphoramidate). Reported procedure: Compound 40 (340 mg, 0.785 mmol) and D-phenylalanine methyl ester (HCl salt, 339 mg, 1.57 mmol) were subjected to a procedure similar to that described in Example 6. Flash chromatography (SiO2, 5:2:0.25 CHCl3/MeOH/H2O containing 0.5% conc. NH4OH) gave the title compound (282 mg, 68%) as a white solid. 1H NMR (D2O, 300 MHz) 7.415 (s, 1H), 7.1580-6.998 (m, 5H), 5.995 (t, J=6.8 Hz, 1H), 4.118 (m, 1H), 3.808 (m, 1H), 3.738 (m, 1H), 3.661 (m, 1H), 3.467 (m, 1H), 3.403 (s, 3H), 2.754 (m, 2H), 2.212 (m... Starting materials: P([O-])([O-])OC[C@@H]1[C@H](C[C@@H](O1)N1C(=O)NC(=O)C(C)=C1)N=[N+]=[N-].C(C)[NH+](CC)CC.C(C)[NH+](CC)CC (Triethylammonium 3′-azido-3′-deoxythymidine-5′-phosphite), C(Cl)(Cl)Cl.CO.O (CHCl3 MeOH H2O), COC([C@H](N)CC1=CC=CC=C1)=O (D-phenylalanine methyl ester). Yield: 68.0%. Reactants: ClCCl, OCCc1ccc2c(c1)OCO2. Yields the product O=CCc1ccc2c(c1)OCO2. As a reaction SMILES: [Cl:13][CH2:14][Cl:15].[O:1]1[CH2:2][O:3][c:4]2[c:5]1[cH:6][cH:7][c:8]([CH2:10][CH2:11][OH:12])[cH:9]2>>[O:1]1[CH2:2][O:3][c:4]2[c:5]1[cH:6][cH:7][c:8]([CH2:10][CH:11]=[O:12])[cH:9]2. Reactants: N(=[N+]=[N-])C(CN1C2=C(C=C1)CC1=CC=C(C=C12)O)C ((RS)-1-(2-azido-propyl)-7-hydroxy-1,4-dihydro-indeno[1,2-b]pyrrol), N1=CC=CC=C1 (pyridine), C(C)(=O)OC(C)=O (acetic anhydride), O (water). Solvent: ClCCl (dichloromethane), ClCCl (dichloromethane). Run at time 16 hour. Product: N(=[N+]=[N-])C(CN1C2=C(C=C1)CC1=CC=C(C=C12)OC(C)=O)C ((RS)-1-(2-azido-propyl)-7-acetoxy-1,4-dihydro-indeno[1,2-b]pyrrole). The yield is 85.0%. Reaction SMILES: [C:1]([O:4][C:5](=O)[CH3:6])(=[O:3])[CH3:2].[N:8]([CH:11]([CH3:26])[CH2:12][N:13]1[CH:17]=[CH:16][C:15]2[CH2:18][C:19]3[C:24]([C:14]1=2)=CC(O)=[CH:21][CH:20]=3)=[N+:9]=[N-:10].N1C=CC=CC=1.O>ClCCl>[N:8]([CH:11]([CH3:26])[CH2:12][N:13]1[CH:17]=[CH:16][C:15]2[CH2:18][C:19]3[C:24]([C:14]1=2)=[CH:6][C:5]([O:4][C:1](=[O:3])[CH3:2])=[CH:21][CH:20]=3)=[N+:9]=[N-:10]. Reported procedure: 0.7 ml of acetic anhydride was added while stirring to a solution of 1.05 g of (RS)-1-(2-azido-propyl)-7-hydroxy-1,4-dihydro-indeno[1,2-b]pyrrol and 0.6 ml of pyridine in 30 ml of dichloromethane and the mixture was stirred for an additional 16 hours. Subsequently, the reaction mixture was treated with 50 ml of dichloromethane and 40 ml of water. The organic phase was separated and this was washed once with 50 ml of saturated sodium chloride solution. After drying over magnesium sulfate, the sol... Reactants: CC1=CC=C(C=C1)S(=O)(=O)N1C=CC=2N1C1=C(C(=NC3=CC=CC=C13)N)N2 (10-[(4-methylphenyl)sulfonyl]-10H-pyrazolo[1′,5′:1,2]imidazo[4,5-c]quinolin-6-amine), [O-]CC.[Na+] (sodium ethoxide), C(C)(C)(C)OC (methyl tert-butyl ether). Solvent: C(C)O (ethanol). Reaction conditions: time 1.5 hour. Product: C1=C2C3=C(C(=NC2=CC=C1)N)N=C1N3NC=C1 (10H-pyrazolo[1′,5′:1,2]imidazo[4,5-c]quinolin-6-amine). Isolated yield 26.4%. Reaction SMILES: CC1C=CC(S([N:11]2[N:15]3[C:16]4[C:25]5[C:20](=[CH:21][CH:22]=[CH:23][CH:24]=5)[N:19]=[C:18]([NH2:26])[C:17]=4[N:27]=[C:14]3[CH:13]=[CH:12]2)(=O)=O)=CC=1.[O-]CC.[Na+].C(OC)(C)(C)C>C(O)C>[CH:24]1[CH:23]=[CH:22][CH:21]=[C:20]2[C:25]=1[C:16]1[N:15]3[NH:11][CH:12]=[CH:13][C:14]3=[N:27][C:17]=1[C:18]([NH2:26])=[N:19]2 |f:1.2|. Reported procedure: A solution of 10-[(4-methylphenyl)sulfonyl]-10H-pyrazolo[1′,5′:1,2]imidazo[4,5-c]quinolin-6-amine (0.13 g, 0.34 mmol) and sodium ethoxide (0.032 g, 0.38 mmol) in ethanol (3.5 mL) was heated to 85° C. After 1.5 h, the reaction was cooled to ambient temperature, quenched with silica gel (1.3 g) and concentrated under reduce pressure. The material was loaded onto a 40 g silica gel cartridge and purified by prep. HPLC (eluted with 10-30% CMA in chloroform) to give a red/orange solid. The solid was t... Reactants: BrB(Br)Br, ClC(Cl)Cl, COc1nccc2c(Nc3c(Cl)cc(SC(F)(F)F)cc3Cl)nc3ccncc3c12, CCOc1nccc2c(Nc3c(Cl)cc(SC(F)(F)F)cc3Cl)nc3ccncc3c12. Yields the product O=c1[nH]ccc2c(Nc3c(Cl)cc(SC(F)(F)F)cc3Cl)nc3ccncc3c12. As a reaction SMILES: [B:62]([Br:63])([Br:64])[Br:65].[CH:66]([Cl:67])([Cl:68])[Cl:69].[Cl:1][c:2]1[c:3]([NH:14][c:15]2[n:16][c:17]3[cH:18][cH:19][n:20][cH:21][c:22]3[c:23]3[c:24]2[cH:25][cH:26][n:27][c:28]3[O:29][CH3:30])[c:4]([Cl:13])[cH:5][c:6]([S:8][C:9]([F:10])([F:11])[F:12])[cH:7]1.[Cl:31][c:32]1[cH:33][c:34]([S:35][C:36]([F:37])([F:38])[F:39])[cH:40][c:41]([Cl:42])[c:43]1[NH:44][c:45]1[c:46]2[cH:47][cH:48][n:49][c:50]([O:51][CH2:52][CH3:53])[c:54]2[c:55]2[c:56]([cH:57][cH:58][n:59][cH:60]2)[n:61]1>>[Cl:1][c:2]1[c:3]([NH:14][c:15]2[n:16][c:17]3[cH:18][cH:19][n:20][cH:21][c:22]3[c:23]3[c:24]2[cH:25][cH:26][nH:27][c:28]3=[O:29])[c:4]([Cl:13])[cH:5][c:6]([S:8][C:9]([F:10])([F:11])[F:12])[cH:7]1. The reactants are [N+](=O)([O-])C=1C=CC(=C(C(=O)NCCNC(C2=C(C=CC(=C2)[N+](=O)[O-])C2=CC(=C(C(=C2)OC)OC)OC)=O)C1)C1=CC(=C(C(=C1)OC)OC)OC (N,N′-bis[5-nitro-2-(3,4,5-trimethoxy-phenyl)benzoyl]ethylenediamine). The reagents and catalysts are [Pd] (palladium on carbon). Run in C(C)(=O)O.C(C)(=O)OCC (acetic acid ethyl acetate). Conditions: time 3 hour. Yields the product NC=1C=CC(=C(C(=O)NCCNC(C2=C(C=CC(=C2)N)C2=CC(=C(C(=C2)OC)OC)OC)=O)C1)C1=CC(=C(C(=C1)OC)OC)OC (N,N′-bis[5-amino-2-(3,4,5-trimethoxyphenyl)benzoyl]ethylenediamine). As a reaction SMILES: [N+:1]([C:4]1[CH:5]=[CH:6][C:7]([C:39]2[CH:44]=[C:43]([O:45][CH3:46])[C:42]([O:47][CH3:48])=[C:41]([O:49][CH3:50])[CH:40]=2)=[C:8]([CH:38]=1)[C:9]([NH:11][CH2:12][CH2:13][NH:14][C:15](=[O:37])[C:16]1[CH:21]=[C:20]([N+:22]([O-])=O)[CH:19]=[CH:18][C:17]=1[C:25]1[CH:30]=[C:29]([O:31][CH3:32])[C:28]([O:33][CH3:34])=[C:27]([O:35][CH3:36])[CH:26]=1)=[O:10])([O-])=O>C(O)(=O)C.C(OCC)(=O)C.[Pd]>[NH2:22][C:20]1[CH:19]=[CH:18][C:17]([C:25]2[CH:26]=[C:27]([O:35][CH3:36])[C:28]([O:33][CH3:34])=[C:29]([O:31][CH3:32])[CH:30]=2)=[C:16]([CH:21]=1)[C:15]([NH:14][CH2:13][CH2:12][NH:11][C:9](=[O:10])[C:8]1[CH:38]=[C:4]([NH2:1])[CH:5]=[CH:6][C:7]=1[C:39]1[CH:40]=[C:41]([O:49][CH3:50])[C:42]([O:47][CH3:48])=[C:43]([O:45][CH3:46])[CH:44]=1)=[O:37] |f:1.2|. Reported procedure: To a solution of 20 mg (0.028 mmol) of N,N′-bis[5-nitro-2-(3,4,5-trimethoxy-phenyl)benzoyl]ethylenediamine synthesized by the process of Example 52 in acetic acid-ethyl acetate (1:3, 2 ml) was added 20 mg of 10% palladium on carbon, and the mixture was stirred for 3 hours at room temperature under hydrogen. The catalyst was removed from the reaction mixture by suction filtration through Celite, and the filtrate was concentrated under reduced pressure. A solution of the resultant residue in chlor...